The task is: describe an organic reaction: reactants, conditions, products, and yield. This data is from the Open Reaction Database (ORD), a public repository of structured organic reaction records. Reactants: C=CCBr, O=S(=O)(Nc1ccccc1C(F)(F)F)c1cccc[n+]1[O-], [H-], [Na+], CN(C)C=O. The product is C=CCN(c1ccccc1C(F)(F)F)S(=O)(=O)c1cccc[n+]1[O-]. Reaction SMILES: [CH2:24]([CH:25]=[CH2:26])[Br:27].[F:1][C:2]([c:3]1[c:4]([NH:9][S:10](=[O:11])(=[O:12])[c:13]2[n+:14]([O-:19])[cH:15][cH:16][cH:17][cH:18]2)[cH:5][cH:6][cH:7][cH:8]1)([F:20])[F:21].[H-:23].[Na+:22].[O:28]=[CH:29][N:30]([CH3:31])[CH3:32]>>[F:1][C:2]([c:3]1[c:4]([N:9]([S:10](=[O:11])(=[O:12])[c:13]2[n+:14]([O-:19])[cH:15][cH:16][cH:17][cH:18]2)[CH2:26][CH:25]=[CH2:24])[cH:5][cH:6][cH:7][cH:8]1)([F:20])[F:21]. Starting materials: CO, COC(=O)CCNC1(c2ccc(-c3nc4ccc(C5(c6ccccc6)CC5)nc4s3)c(F)c2)CC1, [Li+], C1CCOC1, [OH-]. The product is O=C(O)CCNC1(c2ccc(-c3nc4ccc(C5(c6ccccc6)CC5)nc4s3)c(F)c2)CC1. RXN SMILES: [CH3:43][OH:44].[F:1][c:2]1[cH:3][c:4]([C:26]2([NH:29][CH2:30][CH2:31][C:32](=[O:33])[O:34][CH3:35])[CH2:27][CH2:28]2)[cH:5][cH:6][c:7]1-[c:8]1[s:9][c:10]2[n:11][c:12]([C:17]3([c:20]4[cH:21][cH:22][cH:23][cH:24][cH:25]4)[CH2:18][CH2:19]3)[cH:13][cH:14][c:15]2[n:16]1.[Li+:36].[O:38]1[CH2:39][CH2:40][CH2:41][CH2:42]1.[OH-:37]>>[F:1][c:2]1[cH:3][c:4]([C:26]2([NH:29][CH2:30][CH2:31][C:32](=[O:33])[OH:34])[CH2:27][CH2:28]2)[cH:5][cH:6][c:7]1-[c:8]1[s:9][c:10]2[n:11][c:12]([C:17]3([c:20]4[cH:21][cH:22][cH:23][cH:24][cH:25]4)[CH2:18][CH2:19]3)[cH:13][cH:14][c:15]2[n:16]1. RXN SMILES: Cl[C:2]1[C:3]2[N:4]([C:8]([CH:12]3[CH2:15][CH:14]([OH:16])[CH2:13]3)=[N:9][C:10]=2[I:11])[CH:5]=[CH:6][N:7]=1.[NH3:17]>C(O)(C)C>[NH2:17][C:2]1[C:3]2[N:4]([C:8]([CH:12]3[CH2:15][CH:14]([OH:16])[CH2:13]3)=[N:9][C:10]=2[I:11])[CH:5]=[CH:6][N:7]=1. Yields the product NC=1C=2N(C=CN1)C(=NC2I)C2CC(C2)O (3-(8-Amino-1-iodo-imidazo[1,5-a]pyrazin-3-yl)-cyclobutanol). Run in C(C)(C)O (isopropyl alcohol). Procedure details: In a Parr pressure reactor 3-(8-chloro-1-iodo-imidazo[1,5-a]pyrazin-3-yl)-cyclobutanol (4.159 g, 0.0119 mol) was dissolved with 2.0 M ammonia in isopropyl alcohol (40 mL). The mixture was cooled to −20° C. and saturated with ammonia. The reaction was heated at 110° C. for 63 h at which point it was cooled and concentrated in vacuo. The crude product was purified using HPFC Jones 25 gram silica gel column eluting with 5-8% MeOH:CH2Cl2 to yield the title compounds; MS (ES+): m/z 330.88 (100) [MH+]... Starting materials: ClC=1C=2N(C=CN1)C(=NC2I)C2CC(C2)O (3-(8-chloro-1-iodo-imidazo[1,5-a]pyrazin-3-yl)-cyclobutanol), N (ammonia), N (ammonia). Conditions: temperature 110 celsius. Reactants: N (ammonia), BrC1=CC(=C(C(=C1)F)C(C)=O)F (1-(4-bromo-2,6-difluorophenyl)ethanone), [OH-].[NH4+] (ammonium hydroxide), [BH4-].[Na+] (sodium borohydride). The reagents and catalysts are CC([O-])C.[Ti+4].CC([O-])C.CC([O-])C.CC([O-])C (titanium isopropoxide). Run in C(C)O (ethanol), C(C)O (ethanol). Run at time 18 hour. The product is BrC1=CC(=C(C(=C1)F)C(C)N)F (1-(4-bromo-2,6-difluorophenyl)ethanamine). Isolated yield 62.0%. RXN SMILES: [Br:1][C:2]1[CH:7]=[C:6]([F:8])[C:5]([C:9](=O)[CH3:10])=[C:4]([F:12])[CH:3]=1.[NH3:13].[BH4-].[Na+].[OH-].[NH4+]>C(O)C.CC(C)[O-].[Ti+4].CC(C)[O-].CC(C)[O-].CC(C)[O-]>[Br:1][C:2]1[CH:7]=[C:6]([F:8])[C:5]([CH:9]([NH2:13])[CH3:10])=[C:4]([F:12])[CH:3]=1 |f:2.3,4.5,7.8.9.10.11|. Procedure details: To a mixture of 1-(4-bromo-2,6-difluorophenyl)ethanone (450 mg, 0.91 mmol), titanium isopropoxide (1.14 mL, 4.61 mmol) in ethanol (10 mL) was added a solution of 2M ammonia in ethanol (4.8 mL, 9.6 mmol), and the resulting mixture was stirred at room temperature. After 18 hours, sodium borohydride (115 mg, 3.48 mmol) was added and stirring was continued at room temperature for three hours. The reaction mixture was poured into a 2M aqueous ammonium hydroxide solution (100 mL) then filtered. The fi... Reactants: C1=CC=CC=C1 (benzene), ClC1=C(C=CC=C1Cl)O (2,3-dichlorophenol), ClS(=O)(=O)N=C=O (chlorosulfonyl isocyanate). The solvent is C1(=CC=CC=C1)C (toluene). Yields the product ClC1=C(C=CC=C1Cl)OS(N)(=O)=O (Sulfamic acid 2,3-dichlorophenyl ester). Isolated yield 71.9%. As a reaction SMILES: [Cl:1][C:2]1[C:7]([Cl:8])=[CH:6][CH:5]=[CH:4][C:3]=1[OH:9].Cl[S:11]([N:14]=C=O)(=[O:13])=[O:12].C1C=CC=CC=1>C1(C)C=CC=CC=1>[Cl:1][C:2]1[C:7]([Cl:8])=[CH:6][CH:5]=[CH:4][C:3]=1[O:9][S:11](=[O:13])(=[O:12])[NH2:14]. Reported procedure: This compound was prepared according to the procedure of Example 84. Thus, a mixture of 16.3 g (0.10 mole) of 2,3-dichlorophenol and 9.1 ml (0.105 mole) of chlorosulfonyl isocyanate in 75 ml of toluene gave 17.4 g (72%) of the title compound as an off-white solid, mp 116°-117° C. (benzene). The reactants are BrB(Br)Br, ClCCl, COc1cc(I)c(OC)cc1I. The product is COc1cc(I)c(O)cc1I. As a reaction SMILES: [B:13]([Br:14])([Br:15])[Br:16].[Cl:17][CH2:18][Cl:19].[I:1][c:2]1[c:3]([O:11][CH3:12])[cH:4][c:5]([I:10])[c:6]([O:8][CH3:9])[cH:7]1>>[I:1][c:2]1[c:3]([OH:11])[cH:4][c:5]([I:10])[c:6]([O:8][CH3:9])[cH:7]1. Reactants: CC(C)(C)OC(=O)NC(CCO[Si](C)(C)C(C)(C)C)C(=O)O, ClCCCl, CN(C)c1ccncc1, CCOC(C)=O, ClCCl, OC1CCCC1. Yields the product CC(C)(C)OC(=O)NC(CCO[Si](C)(C)C(C)(C)C)C(=O)OC1CCCC1. RXN SMILES: [C:1]([CH3:2])([CH3:3])([CH3:4])[O:5][C:6](=[O:7])[NH:8][CH:9]([C:10](=[O:11])[OH:12])[CH2:13][CH2:14][O:15][Si:16]([CH3:17])([CH3:18])[C:19]([CH3:20])([CH3:21])[CH3:22].[CH2:29]([Cl:30])[CH2:31][Cl:32].[CH3:36][N:37]([c:38]1[cH:39][cH:40][n:41][cH:42][cH:43]1)[CH3:44].[CH3:45][CH2:46][O:47][C:48](=[O:49])[CH3:50].[Cl:33][CH2:34][Cl:35].[OH:23][CH:24]1[CH2:25][CH2:26][CH2:27][CH2:28]1>>[C:1]([CH3:2])([CH3:3])([CH3:4])[O:5][C:6](=[O:7])[NH:8][CH:9]([C:10]([O:11][CH:24]1[CH2:25][CH2:26][CH2:27][CH2:28]1)=[O:12])[CH2:13][CH2:14][O:15][Si:16]([CH3:17])([CH3:18])[C:19]([CH3:20])([CH3:21])[CH3:22]. The reactants are ClC1=C(C=C(C=C1)[N+](=O)[O-])OC (2-Chloro-5-nitroanisole), [OH-].[K+] (potassium hydroxide), N1N=CN=C1 (1,2,4-triazole). The solvent is CS(=O)C (dimethyl sulfoxide). Conditions: temperature 110 celsius. The product is COC=1C=C(C=CC1N1N=CN=C1)[N+](=O)[O-] (3-Methoxy-4-(1H-1,2,4-triazol-1-yl)nitrobenzene). Yield: 18.7%. RXN SMILES: Cl[C:2]1[CH:7]=[CH:6][C:5]([N+:8]([O-:10])=[O:9])=[CH:4][C:3]=1[O:11][CH3:12].[OH-].[K+].[NH:15]1[CH:19]=[N:18][CH:17]=[N:16]1>CS(C)=O>[CH3:12][O:11][C:3]1[CH:4]=[C:5]([N+:8]([O-:10])=[O:9])[CH:6]=[CH:7][C:2]=1[N:15]1[CH:19]=[N:18][CH:17]=[N:16]1 |f:1.2|. Procedure: 2-Chloro-5-nitroanisole (0.5 g, 2.67 mmol), potassium hydroxide (219 mg, 3.92 mmol) and 1,2,4-triazole (736 mg, 10.66 mmol) were dissolved in dimethyl sulfoxide (2.5 mL), and heated at 110° C. for 24 h. The reaction mixture was poured onto ice-water (100 mL). The solid was collected by filtration and purified by flash column chromatography CH3Cl 2% methanol to yield 110 mg of 3-Methoxy-4-(1H-1,2,4-triazol-1-yl)nitrobenzene. 3-Methoxy-4-(1H-1,2,4-triazol-1-yl)nitrobenzene (105 mg, 0.48 mmol) was ... The reactants are COC1C(=O)N(C(Cl)C(=O)OCc2ccc([N+](=O)[O-])cc2)C1SC(C)=O, C1COCCO1, c1ccc(P(c2ccccc2)c2ccccc2)cc1. Yields the product COC1C(=O)N(C(C(=O)OCc2ccc([N+](=O)[O-])cc2)=P(c2ccccc2)(c2ccccc2)c2ccccc2)C1SC(C)=O. RXN SMILES: [N+:20](=[O:21])([O-:22])[c:23]1[cH:24][cH:25][c:26]([CH2:27][O:28][C:29]([CH:30]([Cl:31])[N:32]2[C:33](=[O:42])[CH:34]([O:40][CH3:41])[CH:35]2[S:36][C:37]([CH3:38])=[O:39])=[O:43])[cH:44][cH:45]1.[O:46]1[CH2:47][CH2:48][O:49][CH2:50][CH2:51]1.[c:1]1([P:7]([c:8]2[cH:9][cH:10][cH:11][cH:12][cH:13]2)[c:14]2[cH:15][cH:16][cH:17][cH:18][cH:19]2)[cH:2][cH:3][cH:4][cH:5][cH:6]1>>[c:1]1([P:7]([c:8]2[cH:9][cH:10][cH:11][cH:12][cH:13]2)([c:14]2[cH:15][cH:16][cH:17][cH:18][cH:19]2)=[C:30]([C:29]([O:28][CH2:27][c:26]2[cH:25][cH:24][c:23]([N+:20](=[O:21])[O-:22])[cH:45][cH:44]2)=[O:43])[N:32]2[C:33](=[O:42])[CH:34]([O:40][CH3:41])[CH:35]2[S:36][C:37]([CH3:38])=[O:39])[cH:2][cH:3][cH:4][cH:5][cH:6]1.